Dataset: the Open Reaction Database (ORD), a public repository of structured organic reaction records. Task: describe an organic reaction: reactants, conditions, products, and yield Reactants: C(=O)[O-].[NH4+] (ammonium formate), C1(=CC=CC=C1)CN1CC(CC1)C1=NC=CC=C1 (2-[1-(phenylmethyl)-3-pyrrolidinyl]pyridine). The reagents and catalysts are [Pd] (palladium on charcoal). Run in O (water), CO (methanol). The product is N1CC(CC1)C1=NC=CC=C1 (2-(3-Pyrrolidinyl)pyridine). The yield is 74.9%. As a reaction SMILES: C1(C[N:8]2[CH2:12][CH2:11][CH:10]([C:13]3[CH:18]=[CH:17][CH:16]=[CH:15][N:14]=3)[CH2:9]2)C=CC=CC=1.C([O-])=O.[NH4+]>[Pd].CO.O>[NH:8]1[CH2:12][CH2:11][CH:10]([C:13]2[CH:18]=[CH:17][CH:16]=[CH:15][N:14]=2)[CH2:9]1 |f:1.2|. Procedure details: To a suspension of 2-[1-(phenylmethyl)-3-pyrrolidinyl]pyridine (7.15 g, 30.0 mmol) and 10% palladium on charcoal catalyst (1.90 g) in methanol (120 mL) was added dropwise a solution of ammonium formate (7.57 g, 120 mmol) in water (30 mL). The mixture was heated at reflux for 30 minutes, allowed to cool to room temperature, and filtered. The filtrate was concentrated under reduced pressure, the residue was taken up in water (10 mL), and the solution was made basic with concentrated ammonia and ex... RXN SMILES: [Br:17][N:18]1[C:19](=[O:20])[CH2:21][CH2:22][C:23]1=[O:24].[C:25]([O:26][O:27][C:28](=[O:29])[c:30]1[cH:31][cH:32][cH:33][cH:34][cH:35]1)(=[O:36])[c:37]1[cH:38][cH:39][cH:40][cH:41][cH:42]1.[CH3:1][O:2][C:3](=[O:4])[c:5]1[c:6]([CH3:16])[n:7][c:8](-[c:10]2[cH:11][cH:12][cH:13][cH:14][cH:15]2)[o:9]1.[CH3:49][CH2:50][O:51][C:52](=[O:53])[CH3:54].[cH:43]1[cH:44][cH:45][cH:46][cH:47][cH:48]1>>[CH3:1][O:2][C:3](=[O:4])[c:5]1[c:6]([CH2:16][Br:17])[n:7][c:8](-[c:10]2[cH:11][cH:12][cH:13][cH:14][cH:15]2)[o:9]1. Product: COC(=O)c1oc(-c2ccccc2)nc1CBr. Reactants: O=C1CCC(=O)N1Br, O=C(OOC(=O)c1ccccc1)c1ccccc1, COC(=O)c1oc(-c2ccccc2)nc1C, CCOC(C)=O, c1ccccc1.